From a dataset of the Open Reaction Database (ORD), a public repository of structured organic reaction records. describe an organic reaction: reactants, conditions, products, and yield Starting materials: C(CCC)OC(=O)C=1N=C(C2=CC(=CC=C2C1O)OC1=CC=CC=C1)Br (1-Bromo-4-hydroxy-7-phenoxy-isoquinoline-3-carboxylic acid butyl ester), C(C)(=O)[O-].[Na+] (sodium acetate), CO (methanol). Reagents/catalysts: [Pd] (palladium on charcoal). Run in C(C)(=O)OCC (ethyl acetate). Run at time 15 hour. The product is C(CCC)OC(=O)C=1N=CC2=CC(=CC=C2C1O)OC1=CC=CC=C1 (4-Hydroxy-7-phenoxy-isoquinoline-3-carboxylic acid butyl ester). Yield: 77.1%. RXN SMILES: [CH2:1]([O:5][C:6]([C:8]1[N:9]=[C:10](Br)[C:11]2[C:16]([C:17]=1[OH:18])=[CH:15][CH:14]=[C:13]([O:19][C:20]1[CH:25]=[CH:24][CH:23]=[CH:22][CH:21]=1)[CH:12]=2)=[O:7])[CH2:2][CH2:3][CH3:4].C([O-])(=O)C.[Na+].CO>[Pd].C(OCC)(=O)C>[CH2:1]([O:5][C:6]([C:8]1[N:9]=[CH:10][C:11]2[C:16]([C:17]=1[OH:18])=[CH:15][CH:14]=[C:13]([O:19][C:20]1[CH:25]=[CH:24][CH:23]=[CH:22][CH:21]=1)[CH:12]=2)=[O:7])[CH2:2][CH2:3][CH3:4] |f:1.2|. Procedure details: A mixture of 208 mg of 1-Bromo-4-hydroxy-7-phenoxy-isoquinoline-3-carboxylic acid butyl ester (0.5 mmol), 49 mg of sodium acetate (0.6 mmol), 50 mg of 10 wt % palladium on charcoal, 10 ml of methanol, and 5 ml of ethyl acetate was stirred under hydrogen at 1 atm for 15 h. Then the mixture was filtered by suction through a pad of celite and was concentrated in vacuo. The residue was partitioned between 2 ml of half concentrated aqueous bicarbonate solution and 8 ml of ethyl acetate. The organic p... Reactants: BrC1=C(C=C(C=C1C)NC1(CC1)C(=O)O)C (1-((4-bromo-3,5-dimethylphenyl)amino)cyclopropane carboxylic acid), [O-]C#N.[K+] (potassium cyanate), C(O)([O-])=O.[Na+] (sodium hydrogen carbonate). The solvent is C(C)(=O)O (acetic acid), ClCCl (dichloromethane). Reaction conditions: time 1 hour. Yields the product BrC1=C(C=C(C=C1C)N1C2(CC2)C(NC1=O)=O)C (4-(4-bromo-3,5-dimethylphenyl)-4,6-diazaspiro[2.4]heptane-5,7-dione). Yield: 22.7%. As a reaction SMILES: [Br:1][C:2]1[C:7]([CH3:8])=[CH:6][C:5]([NH:9][C:10]2([C:13]([OH:15])=O)[CH2:12][CH2:11]2)=[CH:4][C:3]=1[CH3:16].[O-:17][C:18]#[N:19].[K+].C(=O)([O-])O.[Na+]>C(O)(=O)C.ClCCl>[Br:1][C:2]1[C:3]([CH3:16])=[CH:4][C:5]([N:9]2[C:18](=[O:17])[NH:19][C:13](=[O:15])[C:10]32[CH2:11][CH2:12]3)=[CH:6][C:7]=1[CH3:8] |f:1.2,3.4|. Procedure: To a mixture of 1-((4-bromo-3,5-dimethylphenyl)amino)cyclopropane carboxylic acid (198 mg, 0.697 mmol) in acetic acid (3 mL) and dichloromethane (1.5 mL), potassium cyanate (424 mg, 5.23 mmol) was added at room temperature. The mixture was stirred at room temperature for one hour, and then stirred at 60° C. for two hours. A saturated aqueous sodium hydrogen carbonate solution was added to adjust pH to 8, and this mixture was extracted with ethyl acetate. The organic layer was washed with water a... The reactants are ClC1=CC(=CC=C1)C(=O)OO (3-Chloro perbenzoic acid), ClCC=1C=CC(=NC1)OC (5-(chloromethyl)-2-methoxypyridine), C1=CC(=CC(=C1)Cl)C(=O)OO (mCPBA), C1=CC(=CC(=C1)Cl)C(=O)OO (mCPBA). Solvent: C(Cl)Cl (CH2Cl2). Run at temperature 0 celsius, time 2 hour. Yields the product ClCC=1C=CC(=[N+](C1)[O-])OC (5-(chloromethyl)-2-methoxypyridine 1-oxide). As a reaction SMILES: ClC1C=CC=C(C(OO)=[O:9])C=1.[Cl:12][CH2:13][C:14]1[CH:15]=[CH:16][C:17]([O:20][CH3:21])=[N:18][CH:19]=1>C(Cl)Cl>[Cl:12][CH2:13][C:14]1[CH:15]=[CH:16][C:17]([O:20][CH3:21])=[N+:18]([O-:9])[CH:19]=1. Procedure: 3-Chloro perbenzoic acid (mCPBA) (230 mg, 1.026 mmol) was added to a stirred, cooled 0° C. mixture of 5-(chloromethyl)-2-methoxypyridine (U1) (147 mg, 0.933 mmol) in CH2Cl2 (3731 μl). The reaction mixture was stirred at room temperature for 2 h. Another portion of mCPBA (150 mg) was added and stirred at room temperature for 4 h. A third portion mCPBA (150 mg) was added and the reaction was allowed to stir overnight. The mixture was filtered and the filtrate was concentrated. The residue was puri... The reactants are BrCC(=O)OCC1=CC=CC=C1 (benzyl bromoacetate), NC1=CC=CC=C1 (aniline), C(C)(=O)[O-].[Na+] (sodium acetate). Solvent: CN(C=O)C (dimethylformamide). Conditions: time 8 hour. Yields the product C1(=CC=CC=C1)NCC(=O)OCC1=CC=CC=C1 (benzyl N-phenylglycinate). RXN SMILES: Br[CH2:2][C:3]([O:5][CH2:6][C:7]1[CH:12]=[CH:11][CH:10]=[CH:9][CH:8]=1)=[O:4].[NH2:13][C:14]1[CH:19]=[CH:18][CH:17]=[CH:16][CH:15]=1.C([O-])(=O)C.[Na+]>CN(C)C=O>[C:14]1([NH:13][CH2:2][C:3]([O:5][CH2:6][C:7]2[CH:12]=[CH:11][CH:10]=[CH:9][CH:8]=2)=[O:4])[CH:19]=[CH:18][CH:17]=[CH:16][CH:15]=1 |f:2.3|. Reported procedure: To a solution of benzyl bromoacetate (4.0 ml) and aniline (2.28 ml) in 25 ml of dry dimethylformamide was added sodium acetate (2.05 g). The reaction was stirred at room temperature overnight and extracted from water with three portions of ethyl acetate. The combined organic layers were washed with water and dried over sodium sulfate. The volatiles were removed, and the residue was purified by flash column chromatography on silica gel (eluting with 10% ethyl acetate/hexane) to yield 4.54 g of be... RXN SMILES: [C:1]([O:5][C:6]([NH:8][C@@H:9]([CH2:22][C@H:23]([CH2:27][O:28][CH2:29][C:30]1[CH:35]=[CH:34][CH:33]=[CH:32][CH:31]=1)[CH:24]([CH3:26])[CH3:25])[C@@H:10]([OH:21])CC(=C)C(NCCCC)=O)=[O:7])([CH3:4])([CH3:3])[CH3:2].[C:36]([O:40]C(N[C@@H](C[C@H](COCC1C=CC=CC=1)C(C)C)[C@H](O)CC(=C)C(NCCCC)=O)=O)(C)(C)C>>[CH3:36][O:40][C:10](=[O:21])[C@@H:9]([NH:8][C:6]([O:5][C:1]([CH3:3])([CH3:2])[CH3:4])=[O:7])[CH2:22][C@@H:23]([CH2:27][O:28][CH2:29][C:30]1[CH:31]=[CH:32][CH:33]=[CH:34][CH:35]=1)[CH:24]([CH3:25])[CH3:26]. Reactants: C(C)(C)(C)OC(=O)N[C@H]([C@H](CC(C(=O)NCCCC)=C)O)C[C@@H](C(C)C)COCC1=CC=CC=C1 ((2S,3S,5S)-2-[3-(tert-butoxycarbonyl)amino-5-(benzyloxymethyl)-2-hydroxy-6-methylheptyl]-N-(butyl)acrylamide), C(C)(C)(C)OC(=O)N[C@H]([C@@H](CC(C(=O)NCCCC)=C)O)C[C@@H](C(C)C)COCC1=CC=CC=C1 ((2R,3S,5S)-2-[3-(tert-butoxycarbonyl)amino-5-(benzyloxymethyl)-2-hydroxy-6-methylheptyl]-N-(butyl)acrylamide). Yields the product COC([C@H](C[C@H](C(C)C)COCC1=CC=CC=C1)NC(=O)OC(C)(C)C)=O ((2S,4R)-2-(tert-butoxycarbonyl)amino-4-(benzyloxymethyl)-5-methyl-hexanoic acid methyl ester). Reported procedure: (2S,3S,5R)-2-[3-(tert-Butoxycarbonyl)amino-5-(benzyloxymethyl)-2-hydroxy-6-methylheptyl]-N-(butyl)acrylamide (A) and (2R,3S,5R)-2-[3-(tert-butoxycarbonyl)amino-5-(benzyloxymethyl)-2-hydroxy-6-methylheptyl]-N-(butyl)acrylamide (B): In a manner analogous to that described in Example 1g), there is obtained first, by reduction of (2S,4R)-2-(tert-butoxycarbonyl)amino-4-(benzyloxymethyl)-5-methyl-hexanoic acid methyl ester (8.0 g), dissolved in anhydrous toluene (120 ml), with a 1.2M diisobutylalumini... The reactants are COC=1C(=CC=2C(N3C(NC2C1)=CC(=N3)C(=O)O)=O)OC (4,9-dihydro-6,7-dimethoxy-9-oxo-pyrazolo[5,1-b]-quinazoline-2-carboxylic acid), CN(C)C=O (DMF), C([O-])([O-])=O.[K+].[K+] (potassium carbonate), CI (methyl iodide). Yields the product COC=1C(=CC=2C(N3C(N(C2C1)C)=CC(=N3)C(=O)OC)=O)OC (4,9-dihydro-6,7-dimethoxy-4-methyl-9-oxo-pyrazolo[5,1-b]quinazoline-2-carboxylic acid, methyl ester). As a reaction SMILES: [CH3:1][O:2][C:3]1[C:4]([O:20][CH3:21])=[CH:5][C:6]2[C:7](=[O:19])[N:8]3[N:15]=[C:14]([C:16]([OH:18])=[O:17])[CH:13]=C3NC=2[CH:12]=1.[C:22](=O)([O-])[O-].[K+].[K+].CI.[CH3:30][N:31]([CH:33]=O)[CH3:32]>>[CH3:1][O:2][C:3]1[C:4]([O:20][CH3:21])=[CH:5][C:6]2[C:7](=[O:19])[N:8]3[N:15]=[C:14]([C:16]([O:18][CH3:22])=[O:17])[CH:13]=[C:33]3[N:31]([CH3:30])[C:32]=2[CH:12]=1 |f:1.2.3|. Procedure: From 4,9-dihydro-6,7-dimethoxy-9-oxo-pyrazolo[5,1-b]-quinazoline-2-carboxylic acid (1.5 g; 5.2 mmole), anhydrous potassium carbonate (3.0 g; 22 mmole), methyl iodide (15 ml) and DMF (50 ml), following the procedure of Example 11, there is obtained 4,9-dihydro-6,7-dimethoxy-4-methyl-9-oxo-pyrazolo[5,1-b]quinazoline-2-carboxylic acid, methyl ester (1.8 g); mp 301°-303° (d). The crude methyl ester (1.8 g) is hydrolyzed with 1(N) sodium hydroxide solution (50 ml) as in Example 11 to give 4,9-dihydro...